Dataset: the Open Reaction Database (ORD), a public repository of structured organic reaction records. Task: describe an organic reaction: reactants, conditions, products, and yield Solvent: C(C)N(CC)CC (triethylamine), C(C)(=O)O (acetic acid), C(C)(=O)OCC (ethyl acetate), CO (methanol), C(C)(=O)O (acetic acid), C(C)N(CC)CC (triethylamine). Yield: 38.4%. Reported procedure: To a solution of 5-chloro-2-{2-[4-(4-fluoro-benzyl)-(2R,5S)-2,5-dimethyl-piperazin-1-yl]-2-oxo-ethoxy}-benzaldehyde (0.075 g, 0.18 mmol) in methanol (2 mL) was added 3-amino-propionic acid methyl ester hydrochloride salt (0.063 g, 0.45 mmol) and the pH of the solution was adjusted to 5–6 with triethylamine and acetic acid. The reaction mixture was stirred at ambient temperature for 1 hour. To the resulting reaction mixture was added sodium cyanoborohydride (0.023 g, 0.36 mmol), and the pH of the... The product is COC(CCNCC1=C(C=CC(=C1)Cl)OCC(=O)N1[C@@H](CN([C@H](C1)C)CC1=CC=C(C=C1)F)C)=O (3-(5-Chloro-2-{2-[4-(4-fluoro-benzyl)-(2R,5S)-2,5-dimethyl-piperazin-1-yl]-2-oxo-ethoxy}-benzylamino)-propionic acid methyl ester). Reaction conditions: time 1 hour. Reaction SMILES: [Cl:1][C:2]1[CH:3]=[CH:4][C:5]([O:10][CH2:11][C:12]([N:14]2[CH2:19][C@H:18]([CH3:20])[N:17]([CH2:21][C:22]3[CH:27]=[CH:26][C:25]([F:28])=[CH:24][CH:23]=3)[CH2:16][C@H:15]2[CH3:29])=[O:13])=[C:6]([CH:9]=1)[CH:7]=O.Cl.[CH3:31][O:32][C:33](=[O:37])[CH2:34][CH2:35][NH2:36].C([BH3-])#N.[Na+]>CO.C(OCC)(=O)C.C(N(CC)CC)C.C(O)(=O)C>[CH3:31][O:32][C:33](=[O:37])[CH2:34][CH2:35][NH:36][CH2:7][C:6]1[CH:9]=[C:2]([Cl:1])[CH:3]=[CH:4][C:5]=1[O:10][CH2:11][C:12]([N:14]1[CH2:19][C@H:18]([CH3:20])[N:17]([CH2:21][C:22]2[CH:23]=[CH:24][C:25]([F:28])=[CH:26][CH:27]=2)[CH2:16][C@H:15]1[CH3:29])=[O:13] |f:1.2,3.4|. Reactants: ClC=1C=CC(=C(C=O)C1)OCC(=O)N1[C@@H](CN([C@H](C1)C)CC1=CC=C(C=C1)F)C (5-chloro-2-{2-[4-(4-fluoro-benzyl)-(2R,5S)-2,5-dimethyl-piperazin-1-yl]-2-oxo-ethoxy}-benzaldehyde), Cl.COC(CCN)=O (3-amino-propionic acid methyl ester hydrochloride salt), C(#N)[BH3-].[Na+] (sodium cyanoborohydride).